This data is from the Open Reaction Database (ORD), a public repository of structured organic reaction records. The task is: describe an organic reaction: reactants, conditions, products, and yield Reactants: Cc1cc(N2CCNCC2)nc(C(C)(C)C)n1, O=C1CCC(=O)N(CCCCCl)c2ccccc21. The product is Cc1cc(N2CCN(CCCCN3C(=O)CCC(=O)c4ccccc43)CC2)nc(C(C)(C)C)n1, Cl. As a reaction SMILES: [C:1]([CH3:2])([CH3:3])([CH3:4])[c:5]1[n:6][c:7]([N:12]2[CH2:13][CH2:14][NH:15][CH2:16][CH2:17]2)[cH:8][c:9]([CH3:11])[n:10]1.[Cl:18][CH2:19][CH2:20][CH2:21][CH2:22][N:23]1[C:24](=[O:35])[CH2:25][CH2:26][C:27](=[O:34])[c:28]2[c:29]1[cH:30][cH:31][cH:32][cH:33]2>>[C:1]([CH3:2])([CH3:3])([CH3:4])[c:5]1[n:6][c:7]([N:12]2[CH2:13][CH2:14][N:15]([CH2:19][CH2:20][CH2:21][CH2:22][N:23]3[C:24](=[O:35])[CH2:25][CH2:26][C:27](=[O:34])[c:28]4[c:29]3[cH:30][cH:31][cH:32][cH:33]4)[CH2:16][CH2:17]2)[cH:8][c:9]([CH3:11])[n:10]1.[ClH:18]. Starting materials: C(C)(=O)O (acetic acid), BrC=1C=C(C=O)C=C(C1)Cl (3-bromo-5-chlorobenzaldehyde), C1(CC1)N (cyclopropylamine), C(#N)[BH3-].[Na+] (sodium cyanoborohydride). The solvent is C1CCOC1 (THF), CO (MeOH). Conditions: time 20 hour. Yields the product BrC=1C=C(C=C(C1)Cl)CNC1CC1 (N-[(3-Bromo-5-chlorophenyl)methyl]cyclopropanamine). As a reaction SMILES: [Br:1][C:2]1[CH:3]=[C:4]([CH:7]=[C:8]([Cl:10])[CH:9]=1)[CH:5]=O.[CH:11]1([NH2:14])[CH2:13][CH2:12]1.C([BH3-])#N.[Na+].C(O)(=O)C>C1COCC1.CO>[Br:1][C:2]1[CH:3]=[C:4]([CH2:5][NH:14][CH:11]2[CH2:13][CH2:12]2)[CH:7]=[C:8]([Cl:10])[CH:9]=1 |f:2.3|. Procedure: To a 4:1 (v/v) MeOH:THF solution (0.06 M) of 3-bromo-5-chlorobenzaldehyde (1 eq.) and cyclopropylamine (1.1 eq.) was added sodium cyanoborohydride (1.5 eq.) portionwise followed by neat acetic acid (3 eq.). The resulting mixture was stirred at RT for 20 h. The volatiles were then removed in vacuo. The resulting residue was taken up in ether and sat. aq. NH4Cl. The aqueous layer was separated and back-extracted with ether. The combined organic extracts were then washed with brine, dried over MgSO... Procedure: A solution of tert-butyl 2-(6-amino-1H-indol-1-yl)acetate (intermediate A—for synthesis see above) (1.7368 mmol, 1.1 equiv.) in DCM (3 ml) was added at 0° C. to tert-butyl 2-formyl-5-methyl-1H-pyrrole-1-carboxylate (1.5789 mmol, 1.0 equiv.), dissolved in DCM (12 ml), and the mixture was stirred for 30 min at 25° C. At 0° C., Na(OAc)3BH (4.7368 mmol, 3.0 equiv.) was added in portions, and then the mixture was stirred for 12 h at 25° C. The reaction mixture was diluted with DCM (100 ml), washed wi... The reactants are NC1=CC=C2C=CN(C2=C1)CC(=O)OC(C)(C)C (tert-butyl 2-(6-amino-1H-indol-1-yl)acetate), C(=O)C=1N(C(=CC1)C)C(=O)OC(C)(C)C (tert-butyl 2-formyl-5-methyl-1H-pyrrole-1-carboxylate), [BH-](OC(=O)C)(OC(=O)C)OC(=O)C.[Na+] (Na(OAc)3BH). The yield is 58.0%. Reaction SMILES: [NH2:1][C:2]1[CH:10]=[C:9]2[C:5]([CH:6]=[CH:7][N:8]2[CH2:11][C:12]([O:14][C:15]([CH3:18])([CH3:17])[CH3:16])=[O:13])=[CH:4][CH:3]=1.[CH:19]([C:21]1[N:22]([C:27]([O:29][C:30]([CH3:33])([CH3:32])[CH3:31])=[O:28])[C:23]([CH3:26])=[CH:24][CH:25]=1)=O.[BH-](OC(C)=O)(OC(C)=O)OC(C)=O.[Na+]>C(Cl)Cl>[C:15]([O:14][C:12](=[O:13])[CH2:11][N:8]1[C:9]2[C:5](=[CH:4][CH:3]=[C:2]([NH:1][CH2:26][C:23]3[N:22]([C:27]([O:29][C:30]([CH3:33])([CH3:32])[CH3:31])=[O:28])[C:21]([CH3:19])=[CH:25][CH:24]=3)[CH:10]=2)[CH:6]=[CH:7]1)([CH3:18])([CH3:17])[CH3:16] |f:2.3|. Run at temperature 25 celsius, time 30 minute. Solvent: C(Cl)Cl (DCM), C(Cl)Cl (DCM), C(Cl)Cl (DCM). Yields the product C(C)(C)(C)OC(CN1C=CC2=CC=C(C=C12)NCC=1N(C(=CC1)C)C(=O)OC(C)(C)C)=O (tert-Butyl 2-((1-(2-tert-butoxy-2-oxoethyl)-1H-indol-6-ylamino)methyl)-5-methyl-1H-pyrrole-1-carboxylate). Reactants: C(C1=CC=CC=C1)OC(=O)N[C@H](CCC(=O)N1[C@@H](CC2=CC=CC=C12)C(=O)OCC)C(=O)OCC1=CC=CC=C1 (ethyl 1-(N-benzyloxycarbonyl-O1 -benzyl-gamma-D-glutamyl)indoline-2(S)-carboxylate), C(C)(=O)O (acetic acid), C(=O)[O-].[NH4+] (ammonium formate). The reagents and catalysts are [C].[Pd] (palladium-carbon). Solvent: CO (methanol), O (water). Conditions: temperature 50 celsius, time 1 hour. Product: N[C@H](CCC(=O)N1[C@@H](CC2=CC=CC=C12)C(=O)OCC)C(=O)O (ethyl 1-(gamma-D-glutamyl)indoline-2(S)-carboxylate). Yield: 74.8%. Reaction SMILES: C(OC([NH:11][C@@H:12]([C:31]([O:33]CC1C=CC=CC=1)=[O:32])[CH2:13][CH2:14][C:15]([N:17]1[C:25]2[C:20](=[CH:21][CH:22]=[CH:23][CH:24]=2)[CH2:19][C@H:18]1[C:26]([O:28][CH2:29][CH3:30])=[O:27])=[O:16])=O)C1C=CC=CC=1.C(O)(=O)C.C([O-])=O.[NH4+]>CO.O.[C].[Pd]>[NH2:11][C@@H:12]([C:31]([OH:33])=[O:32])[CH2:13][CH2:14][C:15]([N:17]1[C:25]2[C:20](=[CH:21][CH:22]=[CH:23][CH:24]=2)[CH2:19][C@H:18]1[C:26]([O:28][CH2:29][CH3:30])=[O:27])=[O:16] |f:2.3,6.7|. Procedure details: An aliquot (5.0 g) of this ester was suspended in a mixture of 100 ml of methanol and 30 ml of water, and 5 ml of acetic acid, 4.6 g of ammonium formate and 0.5 g of 10% palladium-carbon were added to the suspension. The mixture was stirred at 50° C. for 1 hour. The catalyst was removed by filtration. The mother liquor was adjusted to pH 7 and concentrated. The residual solution was cooled. The precipitated crystals were collected by filtration and recrystallized from ethanol/water (1/1) to give...